This data is from the Open Reaction Database (ORD), a public repository of structured organic reaction records. The task is: describe an organic reaction: reactants, conditions, products, and yield Starting materials: C(C)OP(OCC)(=O)CC1=CC=C(C=C1)C(C)=O ((4-acetylbenzyl)-phosphonic acid diethyl ester), [Br-].[Br-].[Br-].C(CCC)[N+](CCCC)(CCCC)CCCC.C(CCC)[N+](CCCC)(CCCC)CCCC.C(CCC)[N+](CCCC)(CCCC)CCCC (tetra-n-butylammonium tribromide), Cl (hydrochloric acid). Run in C(Cl)Cl (DCM), CO (MeOH). Reaction conditions: time 18 hour. Yields the product C(C)OP(OCC)(=O)CC1=CC=C(C=C1)C(CBr)=O ((4-Bromoacetylbenzyl)-phosphonic acid diethyl ester). Yield: 60.7%. Reaction SMILES: [CH2:1]([O:3][P:4]([CH2:9][C:10]1[CH:15]=[CH:14][C:13]([C:16](=[O:18])[CH3:17])=[CH:12][CH:11]=1)(=[O:8])[O:5][CH2:6][CH3:7])[CH3:2].[Br-:19].[Br-].[Br-].C([N+](CCCC)(CCCC)CCCC)CCC.C([N+](CCCC)(CCCC)CCCC)CCC.C([N+](CCCC)(CCCC)CCCC)CCC.Cl>C(Cl)Cl.CO>[CH2:6]([O:5][P:4]([CH2:9][C:10]1[CH:11]=[CH:12][C:13]([C:16](=[O:18])[CH2:17][Br:19])=[CH:14][CH:15]=1)(=[O:8])[O:3][CH2:1][CH3:2])[CH3:7] |f:1.2.3.4.5.6|. Procedure details: To a stirred solution of (4-acetylbenzyl)-phosphonic acid diethyl ester (2.56 g, 9.48 mmol) in DCM (100 ml) and MeOH (40 ml) at room temperature was added tetra-n-butylammonium tribromide (5.03 g, 10.43 mmol) followed by a drop of concentrated hydrochloric acid. The reaction mixture was stirred at room temperature for 18 h. The solvents were then removed under reduced pressure and the residue was partitioned between Et2O (100 ml) and sat. NaHCO3 (60 ml). The aqueous phase was separated and the o... Starting materials: CCN1CCNC(=O)C1=O, CNCCNC, CS(C)=O, O=C(NCc1cn(-c2ccc(I)cc2)cn1)c1ccc(Cl)s1, [Cu]I, [K+], [K+], O=C([O-])[O-], C1COCCO1. The product is CCN1CCN(c2ccc(-n3cnc(CNC(=O)c4ccc(Cl)s4)c3)cc2)C(=O)C1=O. As a reaction SMILES: [CH2:23]([CH3:24])[N:25]1[C:26](=[O:32])[C:27](=[O:31])[NH:28][CH2:29][CH2:30]1.[CH3:33][NH:34][CH2:35][CH2:36][NH:37][CH3:38].[CH3:45][S:46]([CH3:47])=[O:48].[Cl:1][c:2]1[cH:3][cH:4][c:5]([C:7](=[O:8])[NH:9][CH2:10][c:11]2[n:12][cH:13][n:14](-[c:16]3[cH:17][cH:18][c:19]([I:22])[cH:20][cH:21]3)[cH:15]2)[s:6]1.[Cu:55][I:56].[K+:39].[K+:40].[O-:41][C:42]([O-:43])=[O:44].[O:49]1[CH2:50][CH2:51][O:52][CH2:53][CH2:54]1>>[Cl:1][c:2]1[cH:3][cH:4][c:5]([C:7](=[O:8])[NH:9][CH2:10][c:11]2[n:12][cH:13][n:14](-[c:16]3[cH:17][cH:18][c:19]([N:28]4[C:27](=[O:31])[C:26](=[O:32])[N:25]([CH2:23][CH3:24])[CH2:30][CH2:29]4)[cH:20][cH:21]3)[cH:15]2)[s:6]1. Reactants: CCO, CC=O, [Na+], [OH-], O, O=Cc1ccsc1. The product is O=CC=Cc1ccsc1. RXN SMILES: [CH3:13][CH2:14][OH:15].[CH:10]([CH3:11])=[O:12].[Na+:2].[OH-:1].[OH2:16].[s:3]1[cH:4][c:5]([CH:8]=[O:9])[cH:6][cH:7]1>>[s:3]1[cH:4][c:5]([CH:8]=[CH:11][CH:10]=[O:12])[cH:6][cH:7]1.